Dataset: the Open Reaction Database (ORD), a public repository of structured organic reaction records. Task: describe an organic reaction: reactants, conditions, products, and yield The reactants are [Al+3], CCCCc1nc(-n2cccc2)c(C(=O)OCC)[nH]1, [H-], [H-], [H-], [H-], [Li+], C1CCOC1. Product: CCCCc1nc(-n2cccc2)c(CO)[nH]1. RXN SMILES: [Al+3:21].[CH2:1]([CH2:2][CH2:3][CH3:4])[c:5]1[nH:6][c:7]([C:15](=[O:16])[O:17][CH2:18][CH3:19])[c:8](-[n:10]2[cH:11][cH:12][cH:13][cH:14]2)[n:9]1.[H-:20].[H-:23].[H-:24].[H-:25].[Li+:22].[O:26]1[CH2:27][CH2:28][CH2:29][CH2:30]1>>[CH2:1]([CH2:2][CH2:3][CH3:4])[c:5]1[nH:6][c:7]([CH2:15][OH:16])[c:8](-[n:10]2[cH:11][cH:12][cH:13][cH:14]2)[n:9]1. The reactants are N1(CCCC1)CCCOC1=CC=C(C=C1)C1(CCOCC1)C#N (4-[4-(3-pyrrolidin-1-yl-propoxy)-phenyl]-tetrahydro-pyran-4-carbonitrile), Cl (HCl), [H-].[H-].[H-].[H-].[Li+].[Al+3] (LiAlH4), [OH-].[Na+] (Sodium hydroxide). Solvent: CCOCC.C(Cl)Cl (Et2O DCM), O1CCOCC1 (dioxane), O1CCOCC1 (dioxane), CCOCC.C(Cl)Cl (Et2O DCM). Conditions: temperature 7.5 celsius. Yields the product Cl.Cl.N1(CCCC1)CCCOC1=CC=C(C=C1)C1(CCOCC1)CN ({4-[4-(3-Pyrrolidin-1-ylpropoxy)phenyl]tetrahydropyran-4-yl}methylamine dihydrochloride). Yield: 81.0%. Reaction SMILES: [H-].[H-].[H-].[H-].[Li+].[Al+3].[N:7]1([CH2:12][CH2:13][CH2:14][O:15][C:16]2[CH:21]=[CH:20][C:19]([C:22]3([C:28]#[N:29])[CH2:27][CH2:26][O:25][CH2:24][CH2:23]3)=[CH:18][CH:17]=2)[CH2:11][CH2:10][CH2:9][CH2:8]1.[OH-].[Na+].[ClH:32]>CCOCC.C(Cl)Cl.O1CCOCC1>[ClH:32].[ClH:32].[N:7]1([CH2:12][CH2:13][CH2:14][O:15][C:16]2[CH:21]=[CH:20][C:19]([C:22]3([CH2:28][NH2:29])[CH2:23][CH2:24][O:25][CH2:26][CH2:27]3)=[CH:18][CH:17]=2)[CH2:11][CH2:10][CH2:9][CH2:8]1 |f:0.1.2.3.4.5,7.8,10.11,13.14.15|. Reported procedure: To a stirred suspension of LiAlH4 (1.81 g, 47.7 mmol, 5 eq) in Et2O/DCM (1:1, 30 mL) at 0 to 5° C. under a nitrogen atmosphere was added 4-[4-(3-pyrrolidin-1-yl-propoxy)-phenyl]-tetrahydro-pyran-4-carbonitrile (3 g, 9.55 mmol) in Et2O/DCM (1:1, 30 mL) over 15 minutes maintaining the temperature at 5 to 10° C. The reaction mixture was allowed to warm up to ambient temperature and stirred until complete. Sodium hydroxide (2N, 15 mL) was added dropwise and the resulting solids were filtered, washed... Reactants: C(C)C=1C=NC(=C(C(=O)NCCCCCC(=O)OC)C1)C=1NC(C(N1)(C)C(C)C)=O (methyl 6-[5-ethyl-2-(4-isopropyl-4-methyl-5-oxo-2-imidazolin-2-yl)nicotinamido]hexanoate), [OH-].[Na+] (sodium hydroxide), Cl (hydrochloric acid). Solvent: O1CCCC1 (tetrahydrofuran). Conditions: time 24 hour. Yields the product C(C)C=1C=NC(=C(C(=O)NCCCCCC(=O)O)C1)C=1NC(C(N1)(C)C(C)C)=O (6-[5-Ethyl-2-(4-isopropyl-4-methyl-5-oxo-2-imidazolin-2-yl)nicotinamido]hexanoic acid). Reaction SMILES: [CH2:1]([C:3]1[CH:4]=[N:5][C:6]([C:21]2[NH:22][C:23](=[O:30])[C:24]([CH:27]([CH3:29])[CH3:28])([CH3:26])[N:25]=2)=[C:7]([CH:20]=1)[C:8]([NH:10][CH2:11][CH2:12][CH2:13][CH2:14][CH2:15][C:16]([O:18]C)=[O:17])=[O:9])[CH3:2].[OH-].[Na+].Cl>O1CCCC1>[CH2:1]([C:3]1[CH:4]=[N:5][C:6]([C:21]2[NH:22][C:23](=[O:30])[C:24]([CH:27]([CH3:29])[CH3:28])([CH3:26])[N:25]=2)=[C:7]([CH:20]=1)[C:8]([NH:10][CH2:11][CH2:12][CH2:13][CH2:14][CH2:15][C:16]([OH:18])=[O:17])=[O:9])[CH3:2] |f:1.2|. Procedure details: A stirred solution of methyl 6-[5-ethyl-2-(4-isopropyl-4-methyl-5-oxo-2-imidazolin-2-yl)nicotinamido]hexanoate (5.14 g, 12.35 mmol) in tetrahydrofuran is treated with 2N sodium hydroxide (15 mL). The resulting mixture is stirred at room temperature for 24 hours. After this period, the reaction mixture is concentrated in vacuo to obtain a residue. The residue is cooled with an ice bath and acidified with concentrated hydrochloric acid. The resulting precipitate is isolated by vacuum filtration an... Starting materials: CC=1SC(=C(N1)C)C(=O)O (2,4-dimethyl-thiazole-5-carboxylic acid), [Li]CCCC (BuLi), FC=1C=CC(=NC1)C1=NOC=C1C=O (3-(5-fluoro-pyridin-2-yl)-isoxazole-4-carbaldehyde). Run in C1CCOC1 (THF), C1CCOC1 (THF). The product is FC=1C=CC(=NC1)C1=NOC=C1C(CC=1SC(=C(N1)C)C(=O)O)O (2-{2-[3-(5-Fluoro-pyridin-2-yl)-isoxazol-4-yl]-2-hydroxy-ethyl}-4-methyl-thiazole-5-carboxylic acid). Yield: 55.4%. Reaction SMILES: [CH3:1][C:2]1[S:3][C:4]([C:8]([OH:10])=[O:9])=[C:5]([CH3:7])[N:6]=1.[Li]CCCC.[F:16][C:17]1[CH:18]=[CH:19][C:20]([C:23]2[C:27]([CH:28]=[O:29])=[CH:26][O:25][N:24]=2)=[N:21][CH:22]=1>C1COCC1>[F:16][C:17]1[CH:18]=[CH:19][C:20]([C:23]2[C:27]([CH:28]([OH:29])[CH2:1][C:2]3[S:3][C:4]([C:8]([OH:10])=[O:9])=[C:5]([CH3:7])[N:6]=3)=[CH:26][O:25][N:24]=2)=[N:21][CH:22]=1. Procedure details: To a stirred solution of 2,4-dimethyl-thiazole-5-carboxylic acid (1.36 g, 8.63 mmol) in THF (72 mL) at −70° C. and under argon was added BuLi (1.6M in hexanes, 10.8 mL, 17.27 mmol) dropwise. After 2 h a solution of 3-(5-fluoro-pyridin-2-yl)-isoxazole-4-carbaldehyde (1.78 g, 8.63 mmol) in THF (26 mL) was added dropwise. After 1 h the reaction mixture was quenched with citric acid solution (5%, 55 mL) then warmed to room temperature and extracted with ethyl acetate. The combined extracts were wash... Starting materials: COc1ccccc1COCCCOc1ccc(C2CCN(C(=O)OC(C)(C)C)CC2OCc2ccc3c(c2)N(CCCOS(C)(=O)=O)CCC3)cc1, CN(C)C=O, [N-]=[N+]=[N-], [Na+]. The product is COc1ccccc1COCCCOc1ccc(C2CCN(C(=O)OC(C)(C)C)CC2OCc2ccc3c(c2)N(CCCN=[N+]=[N-])CCC3)cc1. RXN SMILES: [C:1]([CH3:2])([CH3:3])([CH3:4])[O:5][C:6](=[O:7])[N:8]1[CH2:9][CH:10]([O:34][CH2:35][c:36]2[cH:37][cH:38][c:39]3[c:44]([cH:45]2)[N:43]([CH2:46][CH2:47][CH2:48][O:49][S:50]([CH3:51])(=[O:52])=[O:53])[CH2:42][CH2:41][CH2:40]3)[CH:11]([c:14]2[cH:15][cH:16][c:17]([O:20][CH2:21][CH2:22][CH2:23][O:24][CH2:25][c:26]3[c:27]([O:32][CH3:33])[cH:28][cH:29][cH:30][cH:31]3)[cH:18][cH:19]2)[CH2:12][CH2:13]1.[CH3:58][N:59]([CH3:60])[CH:61]=[O:62].[N-:55]=[N+:56]=[N-:57].[Na+:54]>>[C:1]([CH3:2])([CH3:3])([CH3:4])[O:5][C:6](=[O:7])[N:8]1[CH2:9][CH:10]([O:34][CH2:35][c:36]2[cH:37][cH:38][c:39]3[c:44]([cH:45]2)[N:43]([CH2:46][CH2:47][CH2:48][N:55]=[N+:56]=[N-:57])[CH2:42][CH2:41][CH2:40]3)[CH:11]([c:14]2[cH:15][cH:16][c:17]([O:20][CH2:21][CH2:22][CH2:23][O:24][CH2:25][c:26]3[c:27]([O:32][CH3:33])[cH:28][cH:29][cH:30][cH:31]3)[cH:18][cH:19]2)[CH2:12][CH2:13]1. Reactants: COC1=CC=C(CN2C(=NC=3N(C=4N(C(C23)=O)C(=NN4)C)CCCCC)C=4C=NN(C4)C)C=C1 (6-(4-Methoxybenzyl)-3-methyl-7-(1-methyl-1H-pyrazol-4-yl)-9-pentyl-6,9-dihydro-5H-[1,2,4]triazolo[4,3-a]purin-5-one). Solvent: FC(C(=O)O)(F)F (trifluoroacetic acid). Yields the product CC1=NN=C2N1C(C=1NC(=NC1N2CCCCC)C=2C=NN(C2)C)=O (3-methyl-7-(1-methyl-1H-pyrazol-4-yl)-9-pentyl-6,9-dihydro-5H-[1,2,4]triazolo[4,3-a]purin-5-one). RXN SMILES: COC1C=CC(C[N:8]2[C:16]3[C:15](=[O:17])[N:14]4[C:18]([CH3:21])=[N:19][N:20]=[C:13]4[N:12]([CH2:22][CH2:23][CH2:24][CH2:25][CH3:26])[C:11]=3[N:10]=[C:9]2[C:27]2[CH:28]=[N:29][N:30]([CH3:32])[CH:31]=2)=CC=1>FC(F)(F)C(O)=O>[CH3:21][C:18]1[N:14]2[C:15](=[O:17])[C:16]3[NH:8][C:9]([C:27]4[CH:28]=[N:29][N:30]([CH3:32])[CH:31]=4)=[N:10][C:11]=3[N:12]([CH2:22][CH2:23][CH2:24][CH2:25][CH3:26])[C:13]2=[N:20][N:19]=1. Procedure details: 6-(4-Methoxybenzyl)-3-methyl-7-(1-methyl-1H-pyrazol-4-yl)-9-pentyl-6,9-dihydro-5H-[1,2,4]triazolo[4,3-a]purin-5-one (50 mg, 0.10 mmol) in trifluoroacetic acid (5 mL) was stirred at 60° C. overnight. The mixture was concentrated, and the residue was purified by preparative LC-MS to give final product. 1HNMR (300 MHz, CD3OD): δ 8.23 (d, J=4.9 Hz, 1H), 8.05 (d, J=4.9 Hz, 1H), 4.45 (t, J=7.0 Hz, 2H), 3.98 (s, 3H), 2.46 (s, 3H), 1.93 (m, 2H), 1.41 (m, 4H), 0.92 (m, 3H). LCMS calculated for C16H21N8O ... Starting materials: CC1=C(C=CC(=C1)C1=NC(=NO1)C=1C=CC(=C(C(=O)OC)C1)O)C1=C(C=CC=C1)C (methyl 5-[5-(2,2′-dimethylbiphenyl-4-yl)-1,2,4-oxadiazol-3-yl]-2-hydroxybenzoate), [OH-].[Na+] (NaOH). The product is CC1=C(C=CC(=C1)C1=NC(=NO1)C=1C=CC(=C(C(=O)O)C1)O)C1=C(C=CC=C1)C (5-[5-(2,2′-dimethylbiphenyl-4-yl)-1,2,4-oxadiazol-3-yl]-2-hydroxybenzoic acid). Isolated yield 90.0%. RXN SMILES: [CH3:1][C:2]1[CH:7]=[C:6]([C:8]2[O:12][N:11]=[C:10]([C:13]3[CH:14]=[CH:15][C:16]([OH:23])=[C:17]([CH:22]=3)[C:18]([O:20]C)=[O:19])[N:9]=2)[CH:5]=[CH:4][C:3]=1[C:24]1[CH:29]=[CH:28][CH:27]=[CH:26][C:25]=1[CH3:30].[OH-].[Na+]>>[CH3:1][C:2]1[CH:7]=[C:6]([C:8]2[O:12][N:11]=[C:10]([C:13]3[CH:14]=[CH:15][C:16]([OH:23])=[C:17]([CH:22]=3)[C:18]([OH:20])=[O:19])[N:9]=2)[CH:5]=[CH:4][C:3]=1[C:24]1[CH:29]=[CH:28][CH:27]=[CH:26][C:25]=1[CH3:30] |f:1.2|. Procedure: The title compound was prepared following procedure described for example 4, step 2, but starting from methyl 5-[5-(2,2′-dimethylbiphenyl-4-yl)-1,2,4-oxadiazol-3-yl]-2-hydroxybenzoate, obtained in step 1, and using 25 eq. of NaOH at 60° C. for 6 h. Solvents were concentrated and DCM (20 mL) was added. It was washed with HCl 1M. The organic layer was then dried over magnesium sulfate, filtered and concentrated to afford the title compound as a pale orange solid (18 mg; 90%). 1H NMR (DMSO-d6, 300 ... Procedure: The procedure was performed by the method similar to Production Example 21 using 4-(2,6-diethyl-4-methylphenyl)-6-dodecylsulfonyl-5-hydroxy-2-methyl-3(2H)-pyridazinone and 4-methoxybenzyl chloride as a starting material to give 4-(2,6-diethyl-4-methylphenyl)-6-dodecylsulfonyl-5-(4-methoxybenzyl)oxy-2-methyl-3(2H)-pyridazinone (yield: 57%). Reaction SMILES: [CH2:1]([C:3]1[CH:8]=[C:7]([CH3:9])[CH:6]=[C:5]([CH2:10][CH3:11])[C:4]=1[C:12]1[C:13](=[O:35])[N:14]([CH3:34])[N:15]=[C:16]([S:19]([CH2:22][CH2:23][CH2:24][CH2:25][CH2:26][CH2:27][CH2:28][CH2:29][CH2:30][CH2:31][CH2:32][CH3:33])(=[O:21])=[O:20])[C:17]=1[OH:18])[CH3:2].[CH3:36][O:37][C:38]1[CH:45]=[CH:44][C:41]([CH2:42]Cl)=[CH:40][CH:39]=1>>[CH2:1]([C:3]1[CH:8]=[C:7]([CH3:9])[CH:6]=[C:5]([CH2:10][CH3:11])[C:4]=1[C:12]1[C:13](=[O:35])[N:14]([CH3:34])[N:15]=[C:16]([S:19]([CH2:22][CH2:23][CH2:24][CH2:25][CH2:26][CH2:27][CH2:28][CH2:29][CH2:30][CH2:31][CH2:32][CH3:33])(=[O:21])=[O:20])[C:17]=1[O:18][CH2:42][C:41]1[CH:44]=[CH:45][C:38]([O:37][CH3:36])=[CH:39][CH:40]=1)[CH3:2]. Yields the product C(C)C1=C(C(=CC(=C1)C)CC)C=1C(N(N=C(C1OCC1=CC=C(C=C1)OC)S(=O)(=O)CCCCCCCCCCCC)C)=O (4-(2,6-diethyl-4-methylphenyl)-6-dodecylsulfonyl-5-(4-methoxybenzyl)oxy-2-methyl-3(2H)-pyridazinone). The reactants are C(C)C1=C(C(=CC(=C1)C)CC)C=1C(N(N=C(C1O)S(=O)(=O)CCCCCCCCCCCC)C)=O (4-(2,6-diethyl-4-methylphenyl)-6-dodecylsulfonyl-5-hydroxy-2-methyl-3(2H)-pyridazinone), COC1=CC=C(CCl)C=C1 (4-methoxybenzyl chloride). The yield is 57.0%. The reactants are [Al+3], C1CCOC1, COc1ccc(CCCCN=[N+]=[N-])cc1, [H-], [H-], [H-], [H-], [Li+], O. Yields the product COc1ccc(CCCCN)cc1. RXN SMILES: [Al+3:2].[CH2:23]1[O:24][CH2:25][CH2:26][CH2:27]1.[CH3:7][O:8][c:9]1[cH:10][cH:11][c:12]([CH2:15][CH2:16][CH2:17][CH2:18][N:19]=[N+:20]=[N-:21])[cH:13][cH:14]1.[H-:1].[H-:4].[H-:5].[H-:6].[Li+:3].[OH2:22]>>[CH3:7][O:8][c:9]1[cH:10][cH:11][c:12]([CH2:15][CH2:16][CH2:17][CH2:18][NH2:19])[cH:13][cH:14]1. Starting materials: [Si](C)(C)(C(C)(C)C)O[C@@H]1CC[C@H](CC1)N1N=C(C(=C1)I)OC (1-(trans-4-{[tert-butyl(dimethyl)silyl]oxy}cyclohexyl)-4-iodo-3-methoxy-1H-pyrazole), ClC1=C(C(=CC=C1F)OC)[C@@H](C)C1=CNC2=NC=C(C=C21)B2OC(C(O2)(C)C)(C)C (3-[(S)-1-(2-chloro-3-fluoro-6-methoxyphenyl)ethyl]-5-(4,4,5,5-tetramethyl-[1,3,2]dioxaborolan-2-yl)-1H-pyrrolo[2,3-b]pyridine), C([O-])([O-])=O.[K+].[K+] (potassium carbonate), [F-].[K+] (potassium fluoride), [Si](C)(C)(C(C)(C)C)O[C@@H]1CC[C@H](CC1)N1N=C(C(=C1)I)OC (1-(trans-4-{[tert-butyl(dimethyl)silyl]oxy}cyclohexyl)-4-iodo-3-methoxy-1H-pyrazole), Cl (HCl), N#N (N2), ClCCl (dichloromethane). The reagents and catalysts are C=1C=CC(=CC1)[P](C=2C=CC=CC2)(C=3C=CC=CC3)[Pd]([P](C=4C=CC=CC4)(C=5C=CC=CC5)C=6C=CC=CC6)([P](C=7C=CC=CC7)(C=8C=CC=CC8)C=9C=CC=CC9)[P](C=1C=CC=CC1)(C=1C=CC=CC1)C=1C=CC=CC1 (Pd(PPh3)4), C=1C=CC(=CC1)[P](C=2C=CC=CC2)(C=3C=CC=CC3)[Pd]([P](C=4C=CC=CC4)(C=5C=CC=CC5)C=6C=CC=CC6)([P](C=7C=CC=CC7)(C=8C=CC=CC8)C=9C=CC=CC9)[P](C=1C=CC=CC1)(C=1C=CC=CC1)C=1C=CC=CC1 (Pd(PPh3)4). Run in O1CCOCC1.O (dioxane H2O), O1CCOCC1 (1,4-dioxane). Run at temperature 100 celsius. The product is ClC1=C(C(=CC=C1F)OC)[C@@H](C)C1=CNC2=NC=C(C=C21)C=2C(=NN(C2)[C@@H]2CC[C@H](CC2)O)OC (trans-4-(4-{3-[(1S)-1-(2-chloro-3-fluoro-6-methoxyphenyl)ethyl]-1H-pyrrolo[2,3-b]pyridin-5-yl}-3-methoxy-1H-pyrazol-1-yl)cyclohexanol). Reaction SMILES: [Si]([O:8][C@H:9]1[CH2:14][CH2:13][C@H:12]([N:15]2[CH:19]=[C:18](I)[C:17]([O:21][CH3:22])=[N:16]2)[CH2:11][CH2:10]1)(C(C)(C)C)(C)C.[Cl:23][C:24]1[C:29]([F:30])=[CH:28][CH:27]=[C:26]([O:31][CH3:32])[C:25]=1[C@H:33]([C:35]1[C:43]2[C:38](=[N:39][CH:40]=[C:41](B3OC(C)(C)C(C)(C)O3)[CH:42]=2)[NH:37][CH:36]=1)[CH3:34].C(=O)([O-])[O-].[K+].[K+].[F-].[K+].ClCCl.N#N.Cl>O1CCOCC1.C1C=CC([P]([Pd]([P](C2C=CC=CC=2)(C2C=CC=CC=2)C2C=CC=CC=2)([P](C2C=CC=CC=2)(C2C=CC=CC=2)C2C=CC=CC=2)[P](C2C=CC=CC=2)(C2C=CC=CC=2)C2C=CC=CC=2)(C2C=CC=CC=2)C2C=CC=CC=2)=CC=1.O1CCOCC1.O>[Cl:23][C:24]1[C:29]([F:30])=[CH:28][CH:27]=[C:26]([O:31][CH3:32])[C:25]=1[C@H:33]([C:35]1[C:43]2[C:38](=[N:39][CH:40]=[C:41]([C:18]3[C:17]([O:21][CH3:22])=[N:16][N:15]([C@H:12]4[CH2:11][CH2:10][C@H:9]([OH:8])[CH2:14][CH2:13]4)[CH:19]=3)[CH:42]=2)[NH:37][CH:36]=1)[CH3:34] |f:2.3.4,5.6,12.13,^1:76,78,97,116|. Procedure: A solution of 1-(trans-4-{[tert-butyl(dimethyl)silyl]oxy}cyclohexyl)-4-iodo-3-methoxy-1H-pyrazole (0.088 g, 0.20 mmol), 3-[(S)-1-(2-chloro-3-fluoro-6-methoxyphenyl)ethyl]-5-(4,4,5,5-tetramethyl-[1,3,2]dioxaborolan-2-yl)-1H-pyrrolo[2,3-b]pyridine (0.0699 g, 0.162 mmol), potassium carbonate (0.0673 g, 0.487 mmol), potassium fluoride (0.00943 g, 0.162 mmol) in previously degassed dioxane/H2O (5:1) (4.00 mL) was charged with Pd(PPh3)4 (0.00937 g, 0.00811 mmol) and was evacuated and charged with N2 (...